From a dataset of the Open Reaction Database (ORD), a public repository of structured organic reaction records. describe an organic reaction: reactants, conditions, products, and yield The reactants are Cl.NO (hydroxylamine hydrochloride), C(C)(=O)O (acetic acid), FC1=C(C=O)C=C(C=C1)F (2,5-Difluorobenzaldehyde), [OH-].[Na+] (NaOH). Solvent: O (water), CCO (EtOH), O (water). Conditions: time 3 hour. Product: FC1=C(C=NO)C=C(C=C1)F (2,5-Difluoro-benzaldehyde oxime). Isolated yield 83.1%. RXN SMILES: [F:1][C:2]1[CH:9]=[CH:8][C:7]([F:10])=[CH:6][C:3]=1[CH:4]=O.Cl.[NH2:12][OH:13].[OH-].[Na+].C(O)(=O)C>CCO.O>[F:1][C:2]1[CH:9]=[CH:8][C:7]([F:10])=[CH:6][C:3]=1[CH:4]=[N:12][OH:13] |f:1.2,3.4|. Procedure: 2,5-Difluorobenzaldehyde (28.5 g, 0.20 mol) was dissolved in 30 ml EtOH. 80 ml water, 80 g crushed ice and hydroxylamine hydrochloride (15.3 g, 0.22 mol) were added. 250 ml (0.50 mol) 2N NaOH were added drop wise and the yellow solution was stirred for 3 hours at room temperature. The reaction mixture was neutralized to pH 6 with acetic acid. The formed suspension was diluted with water and filtered. The crystals were washed with water and dried 2 hours at 50° C. and <20 mbar to obtain the desir...